From a dataset of the Open Reaction Database (ORD), a public repository of structured organic reaction records. describe an organic reaction: reactants, conditions, products, and yield The reactants are ClC(Cl)Cl, CCC(CN1CCCS1(=O)=O)N1C(=O)C(Cc2cccc(OC)n2)CC(c2cccc(Cl)c2)C1c1ccc(Cl)cc1, C[Si](C)(C)I. Product: CCC(CN1CCCS1(=O)=O)N1C(=O)C(Cc2cccc(O)n2)CC(c2cccc(Cl)c2)C1c1ccc(Cl)cc1. RXN SMILES: [CH:47]([Cl:48])([Cl:49])[Cl:50].[Cl:1][c:2]1[cH:3][c:4]([CH:8]2[CH2:9][CH:10]([CH2:33][c:34]3[n:35][c:36]([O:40][CH3:41])[cH:37][cH:38][cH:39]3)[C:11](=[O:32])[N:12]([CH:21]([CH2:22][N:23]3[S:24](=[O:28])(=[O:29])[CH2:25][CH2:26][CH2:27]3)[CH2:30][CH3:31])[CH:13]2[c:14]2[cH:15][cH:16][c:17]([Cl:20])[cH:18][cH:19]2)[cH:5][cH:6][cH:7]1.[I:42][Si:43]([CH3:44])([CH3:45])[CH3:46]>>[Cl:1][c:2]1[cH:3][c:4]([CH:8]2[CH2:9][CH:10]([CH2:33][c:34]3[n:35][c:36]([OH:40])[cH:37][cH:38][cH:39]3)[C:11](=[O:32])[N:12]([CH:21]([CH2:22][N:23]3[S:24](=[O:28])(=[O:29])[CH2:25][CH2:26][CH2:27]3)[CH2:30][CH3:31])[CH:13]2[c:14]2[cH:15][cH:16][c:17]([Cl:20])[cH:18][cH:19]2)[cH:5][cH:6][cH:7]1. Reactants: ClC(Cl)(Cl)Cl, OCc1ccc(SCc2ccccc2)cc1, C1CCOC1, c1ccc(P(c2ccccc2)c2ccccc2)cc1. Yields the product ClCc1ccc(SCc2ccccc2)cc1. Reaction SMILES: [C:20]([Cl:21])([Cl:22])([Cl:23])[Cl:24].[CH2:25]([c:26]1[cH:27][cH:28][cH:29][cH:30][cH:31]1)[S:32][c:33]1[cH:34][cH:35][c:36]([CH2:39][OH:40])[cH:37][cH:38]1.[O:41]1[CH2:42][CH2:43][CH2:44][CH2:45]1.[c:1]1([P:2]([c:3]2[cH:4][cH:5][cH:6][cH:7][cH:8]2)[c:9]2[cH:10][cH:11][cH:12][cH:13][cH:14]2)[cH:15][cH:16][cH:17][cH:18][cH:19]1>>[CH2:20]([Cl:24])[c:36]1[cH:35][cH:34][c:33]([S:32][CH2:25][c:26]2[cH:27][cH:28][cH:29][cH:30][cH:31]2)[cH:38][cH:37]1. The reactants are C(CCC)NC=1C=C(C(=O)O)C=CN1 (2-[N-mono(n-butyl)-amino]isonicotinic acid), S(=O)(=O)(O)O.NNC(=N)N (aminoguanidine sulfate), [OH-].[Na+] (sodium hydroxide). Solvent: O (water). Conditions: temperature 200 celsius. Yields the product NC1=NNC(=N1)C1=CC(=NC=C1)NCCCC (3-amino-5-{2-[N-mono(n-butyl)amino]-4-pyridyl}-1,2,4-triazole). The yield is 18.6%. Reaction SMILES: [CH2:1]([NH:5][C:6]1[CH:7]=[C:8]([CH:12]=[CH:13][N:14]=1)[C:9](O)=O)[CH2:2][CH2:3][CH3:4].S(O)(O)(=O)=O.[NH2:20][NH:21][C:22]([NH2:24])=[NH:23].[OH-].[Na+]>O>[NH2:24][C:22]1[N:23]=[C:9]([C:8]2[CH:12]=[CH:13][N:14]=[C:6]([NH:5][CH2:1][CH2:2][CH2:3][CH3:4])[CH:7]=2)[NH:20][N:21]=1 |f:1.2,3.4|. Procedure details: A mixture consisting of 2.5 g. (0.0108 mole) of 2-[N-mono(n-butyl)-amino]isonicotinic acid and 2.7 g. (0.0219 mole) of aminoguanidine sulfate was placed in a suitable reaction flask and heated at 200° C. for a period of three hours while under a nitrogen atmosphere. The melt was then cooled to room temperature (~25° C.), diluted with water and the pH of the resulting mixture adjusted to pH 8.0 with 1 N aqueous sodium hydroxide. The basified aqueous mixture was next filtered and the clear aqueous... The reactants are CC(C)(C)OC(=O)N1CCC(COCc2cc(Br)cc(C(F)(F)F)c2)(c2ccc(F)cc2F)CC1, CC(=O)O[BH-](OC(C)=O)OC(C)=O, CO, O=C(O)C(F)(F)F, [Na+]. Product: CN1CCC(COCc2cc(Br)cc(C(F)(F)F)c2)(c2ccc(F)cc2F)CC1. As a reaction SMILES: [Br:1][c:2]1[cH:3][c:4]([CH2:5][O:6][CH2:7][C:8]2([c:21]3[c:22]([F:28])[cH:23][c:24]([F:27])[cH:25][cH:26]3)[CH2:9][CH2:10][N:11]([C:14]([O:15][C:16]([CH3:17])([CH3:18])[CH3:19])=[O:20])[CH2:12][CH2:13]2)[cH:29][c:30]([C:32]([F:33])([F:34])[F:35])[cH:31]1.[C:36]([O:37][BH-:38]([O:39][C:40](=[O:41])[CH3:42])[O:43][C:44](=[O:45])[CH3:46])(=[O:47])[CH3:48].[CH3:57][OH:58].[F:50][C:51]([F:52])([F:53])[C:54]([OH:55])=[O:56].[Na+:49]>>[Br:1][c:2]1[cH:3][c:4]([CH2:5][O:6][CH2:7][C:8]2([c:21]3[c:22]([F:28])[cH:23][c:24]([F:27])[cH:25][cH:26]3)[CH2:9][CH2:10][N:11]([CH3:14])[CH2:12][CH2:13]2)[cH:29][c:30]([C:32]([F:33])([F:34])[F:35])[cH:31]1.